Dataset: the Open Reaction Database (ORD), a public repository of structured organic reaction records. Task: describe an organic reaction: reactants, conditions, products, and yield The reactants are CO, CNS(=O)(=O)c1ccc2c(c1)CCN2C=O, ClC(Cl)Cl, Cl. Product: CNS(=O)(=O)c1ccc2c(c1)CCN2. As a reaction SMILES: [CH3:18][OH:19].[CH3:1][NH:2][S:3](=[O:4])(=[O:5])[c:6]1[cH:7][c:8]2[c:12]([cH:13][cH:14]1)[N:11]([CH:15]=[O:16])[CH2:10][CH2:9]2.[CH:20]([Cl:21])([Cl:22])[Cl:23].[ClH:17]>>[CH3:1][NH:2][S:3](=[O:4])(=[O:5])[c:6]1[cH:7][c:8]2[c:12]([cH:13][cH:14]1)[NH:11][CH2:10][CH2:9]2. The reactants are ClCCCOC1=CC=C(C(=O)C=2N=C3N(C=CC=C3C)C2)C=C1 (2-(4-chloropropoxybenzoyl)-8-methylimidazo-[1,2-a]pyridine). Run in C(CCC)NCCCC (dibutylamine). Product: C(CCC)N(CCCC)CCCOC1=CC=C(C(=O)C=2N=C3N(C=CC=C3C)C2)C=C1 (2-(4-Dibutylaminopropoxybenzoyl)-8-methylimidazo[1,2-a]pyridine). Isolated yield 197.7%. As a reaction SMILES: Cl[CH2:2][CH2:3][CH2:4][O:5][C:6]1[CH:23]=[CH:22][C:9]([C:10]([C:12]2[N:13]=[C:14]3[C:19]([CH3:20])=[CH:18][CH:17]=[CH:16][N:15]3[CH:21]=2)=[O:11])=[CH:8][CH:7]=1>C(NCCCC)CCC>[CH2:12]([N:13]([CH2:2][CH2:3][CH2:4][O:5][C:6]1[CH:23]=[CH:22][C:9]([C:10]([C:12]2[N:13]=[C:14]3[C:19]([CH3:20])=[CH:18][CH:17]=[CH:16][N:15]3[CH:21]=2)=[O:11])=[CH:8][CH:7]=1)[CH2:14][CH2:19][CH2:18][CH3:17])[CH2:10][CH2:9][CH3:8]. Reported procedure: A mixture of 2-(4-chloropropoxybenzoyl)-8-methylimidazo-[1,2-a]pyridine (2,4 g, 6.0 mmol) in dibutylamine (30 ml) was stirred at reflux for 8 hours. The excess dibutylamine was removed by distillation and the resulting oil was flash chromatographed (silica gel, acetone) to give the free base of the title compound (2.5 g, 100% yield) as a thick oil. The HCl salt was prepared by dropwise addition of concentrated hydrochloric acid to a solution of the title compound in methanol, concentrated and re... Reactants: Cc1cc(N(CCC#N)CC(=O)NCCc2ccc3c(c2)OCO3)nc(-n2ccnc2)n1, CO, N. The product is Cc1cc(N(CCCN)CC(=O)NCCc2ccc3c(c2)OCO3)nc(-n2ccnc2)n1. Reaction SMILES: [C:1](#[N:2])[CH2:3][CH2:4][N:5]([CH2:6][C:7](=[O:8])[NH:9][CH2:10][CH2:11][c:12]1[cH:13][c:14]2[c:15]([cH:19][cH:20]1)[O:16][CH2:17][O:18]2)[c:21]1[n:22][c:23](-[n:28]2[cH:29][n:30][cH:31][cH:32]2)[n:24][c:25]([CH3:27])[cH:26]1.[CH3:34][OH:35].[NH3:33]>>[CH2:1]([NH2:2])[CH2:3][CH2:4][N:5]([CH2:6][C:7](=[O:8])[NH:9][CH2:10][CH2:11][c:12]1[cH:13][c:14]2[c:15]([cH:19][cH:20]1)[O:16][CH2:17][O:18]2)[c:21]1[n:22][c:23](-[n:28]2[cH:29][n:30][cH:31][cH:32]2)[n:24][c:25]([CH3:27])[cH:26]1. Starting materials: CC(=O)OCC[N+](=O)[O-], CC(C)(C)c1ccc(O)c(O)c1, Cc1ccccc1C, COC(=O)c1cccc2[nH]ccc12. Yields the product COC(=O)c1cccc2[nH]cc(CC[N+](=O)[O-])c12. Reaction SMILES: [C:14]([O:15][CH2:18][CH2:19][N+:20](=[O:21])[O-:22])(=[O:16])[CH3:17].[C:23]([c:24]1[cH:25][c:26]([OH:27])[c:28]([OH:31])[cH:29][cH:30]1)([CH3:32])([CH3:33])[CH3:34].[c:35]1([CH3:36])[c:37]([CH3:38])[cH:39][cH:40][cH:41][cH:42]1.[nH:1]1[cH:2][cH:3][c:4]2[c:5]([C:10](=[O:11])[O:12][CH3:13])[cH:6][cH:7][cH:8][c:9]12>>[nH:1]1[cH:2][c:3]([CH2:18][CH2:19][N+:20](=[O:21])[O-:22])[c:4]2[c:5]([C:10](=[O:11])[O:12][CH3:13])[cH:6][cH:7][cH:8][c:9]12. The reactants are CCOC(=O)c1cn(-c2ccc3c(c2)CCC3)c2nc(S(C)(=O)=O)ncc2c1=O, CC(C)NS(=O)(=O)CCc1ccc(N)cc1. The product is CCOC(=O)c1cn(-c2ccc3c(c2)CCC3)c2nc(Nc3ccc(CCS(=O)(=O)NC(C)C)cc3)ncc2c1=O. Reaction SMILES: [CH2:17]([CH3:18])[O:19][C:20](=[O:21])[c:22]1[c:23](=[O:45])[c:24]2[c:25]([n:26][c:27]([S:30]([CH3:31])(=[O:32])=[O:33])[n:28][cH:29]2)[n:34](-[c:36]2[cH:37][c:38]3[c:42]([cH:43][cH:44]2)[CH2:41][CH2:40][CH2:39]3)[cH:35]1.[CH:1]([CH3:2])([CH3:3])[NH:4][S:5](=[O:6])(=[O:7])[CH2:8][CH2:9][c:10]1[cH:11][cH:12][c:13]([NH2:16])[cH:14][cH:15]1>>[CH:1]([CH3:2])([CH3:3])[NH:4][S:5](=[O:6])(=[O:7])[CH2:8][CH2:9][c:10]1[cH:11][cH:12][c:13]([NH:16][c:27]2[n:26][c:25]3[c:24]([c:23](=[O:45])[c:22]([C:20]([O:19][CH2:17][CH3:18])=[O:21])[cH:35][n:34]3-[c:36]3[cH:37][c:38]4[c:42]([cH:43][cH:44]3)[CH2:41][CH2:40][CH2:39]4)[cH:29][n:28]2)[cH:14][cH:15]1.